From a dataset of the Open Reaction Database (ORD), a public repository of structured organic reaction records. describe an organic reaction: reactants, conditions, products, and yield Reactants: C(C=C)OC1(CCN(CC1)C1=C(C(=C(C=2N1C=C(N2)C2=CC(=CC=C2)Br)C)C)[C@@H](C(=O)OC)OC(C)(C)C)C ((S)-methyl 2-(5-(4-(allyloxy)-4-methylpiperidin-1-yl)-2-(3-bromophenyl)-7,8-dimethylimidazo[1,2-a]pyridin-6-yl)-2-(tert-butoxy)acetate), FC=1C(=C(C=C(C1)F)B1OC(CN(CC(O1)=O)C)=O)O[C@@H](C)CC=C ((S)-2-(3,5-difluoro-2-(pent-4-en-2-yloxy)phenyl)-6-methyl-1,3,6,2-dioxazaborocane-4,8-dione), C(C=C)OC1(CCN(CC1)C1=C(C(=C(C=2N1C=C(N2)C=2C=C(C=CC2)C2=C(C=C(C(=C2)F)F)O[C@@H](C)CC=C)C)C)[C@@H](C(=O)OC)OC(C)(C)C)C ((S)-methyl 2-(5-(4-(allyloxy)-4-methylpiperidin-1-yl)-2-(4′,5′-difluoro-2′-((S)-pent-4-en-2-yloxy)-[1,1′-biphenyl]-3-yl)-7,8-dimethylimidazo[1,2-a]pyridin-6-yl)-2-(tert-butoxy)acetate). Product: C(C=C)OC1(CCN(CC1)C1=C(C(=C(C=2N1C=C(N2)C=2C=C(C=CC2)C2=C(C(=CC(=C2)F)F)O[C@@H](C)CC=C)C)C)[C@@H](C(=O)OC)OC(C)(C)C)C ((S)-Methyl 2-(5-(4-(allyloxy)-4-methylpiperidin-1-yl)-2-(3′,5′-difluoro-2′-((S)-pent-4-en-2-yloxy)-[1,1′-biphenyl]-3-yl)-7,8-dimethylimidazo[1,2-a]pyridin-6-yl)-2-(tert-butoxy)acetate). Yield: 99.0%. RXN SMILES: [CH2:1]([O:4][C:5]1([CH3:39])[CH2:10][CH2:9][N:8]([C:11]2[N:16]3[CH:17]=[C:18]([C:20]4[CH:25]=[CH:24][CH:23]=[C:22](Br)[CH:21]=4)[N:19]=[C:15]3[C:14]([CH3:27])=[C:13]([CH3:28])[C:12]=2[C@H:29]([O:34][C:35]([CH3:38])([CH3:37])[CH3:36])[C:30]([O:32][CH3:33])=[O:31])[CH2:7][CH2:6]1)[CH:2]=[CH2:3].[F:40][C:41]1[C:42]([O:59][C@H:60]([CH2:62][CH:63]=[CH2:64])[CH3:61])=[C:43](B2OC(=O)CN(C)CC(=O)O2)[CH:44]=[C:45]([F:47])[CH:46]=1.C(OC1(C)CCN(C2N3C=C(C4C=C(C5C=C(F)C(F)=CC=5O[C@H](CC=C)C)C=CC=4)N=C3C(C)=C(C)C=2[C@H](OC(C)(C)C)C(OC)=O)CC1)C=C>>[CH2:1]([O:4][C:5]1([CH3:39])[CH2:10][CH2:9][N:8]([C:11]2[N:16]3[CH:17]=[C:18]([C:20]4[CH:21]=[C:22]([C:43]5[CH:44]=[C:45]([F:47])[CH:46]=[C:41]([F:40])[C:42]=5[O:59][C@H:60]([CH2:62][CH:63]=[CH2:64])[CH3:61])[CH:23]=[CH:24][CH:25]=4)[N:19]=[C:15]3[C:14]([CH3:27])=[C:13]([CH3:28])[C:12]=2[C@H:29]([O:34][C:35]([CH3:38])([CH3:37])[CH3:36])[C:30]([O:32][CH3:33])=[O:31])[CH2:7][CH2:6]1)[CH:2]=[CH2:3]. Reported procedure: Prepared from (S)-methyl 2-(5-(4-(allyloxy)-4-methylpiperidin-1-yl)-2-(3-bromophenyl)-7,8-dimethylimidazo[1,2-a]pyridin-6-yl)-2-(tert-butoxy)acetate and (S)-2-(3,5-difluoro-2-(pent-4-en-2-yloxy)phenyl)-6-methyl-1,3,6,2-dioxazaborocane-4,8-dione in 99% yield following the same procedure as (S)-methyl 2-(5-(4-(allyloxy)-4-methylpiperidin-1-yl)-2-(4′,5′-difluoro-2′-((S)-pent-4-en-2-yloxy)-[1,1′-biphenyl]-3-yl)-7,8-dimethylimidazo[1,2-a]pyridin-6-yl)-2-(tert-butoxy)acetate. LCMS (ESI, M+1): 716.9. The reactants are FC=1C=C(C=C(C1)F)CC(=O)N[C@@H](C)C(=O)O (N-(3,5-Difluorophenylacetyl)-L-alanine), NC1C(N(C2=CC=CC=C2C1)CC1=CC=CC=C1)=O (3-amino-1-benzyl-1,2,3,4-tetrahydroquinolin-2-one). Yields the product C(C1=CC=CC=C1)N1C(C(CC2=CC=CC=C12)NC([C@@H](NC(CC1=CC(=CC(=C1)F)F)=O)C)=O)=O (1-Benzyl-3-(N′-(3,5-difluorophenylacetyl)-L-alaninyl)amino-1,2,3,4-tetrahydroquinolin-2-one). RXN SMILES: [F:1][C:2]1[CH:3]=[C:4]([CH2:9][C:10]([NH:12][C@H:13]([C:15]([OH:17])=O)[CH3:14])=[O:11])[CH:5]=[C:6]([F:8])[CH:7]=1.[NH2:18][CH:19]1[CH2:28][C:27]2[C:22](=[CH:23][CH:24]=[CH:25][CH:26]=2)[N:21]([CH2:29][C:30]2[CH:35]=[CH:34][CH:33]=[CH:32][CH:31]=2)[C:20]1=[O:36]>>[CH2:29]([N:21]1[C:22]2[C:27](=[CH:26][CH:25]=[CH:24][CH:23]=2)[CH2:28][CH:19]([NH:18][C:15](=[O:17])[C@H:13]([CH3:14])[NH:12][C:10](=[O:11])[CH2:9][C:4]2[CH:5]=[C:6]([F:8])[CH:7]=[C:2]([F:1])[CH:3]=2)[C:20]1=[O:36])[C:30]1[CH:31]=[CH:32][CH:33]=[CH:34][CH:35]=1. Procedure details: Following General Procedure C above using N-(3,5-difluorophenylacetyl)-L-alanine (Example B) and 3-amino-1-benzyl-1,2,3,4-tetrahydroquinolin-2-one (General Procedure 5-A), the title compound was prepared as a solid having a melting point of 196-199° C. The reaction was monitored by tlc on silica gel (Rf=0.35 in 5% methanol/dichloromethane) and purification was by flash chromatography using 5% methanol/dichloromethane as the eluant. Starting materials: [O-2].[Mg+2] (magnesium oxide), Cl.C=C(C(=O)O)CCCN (2-methylene-5-aminopentanoic acid hydrochloride), COC1=CC=C(COC(=O)N=[N+]=[N-])C=C1 (p-methoxybenzyloxycarbonyl azide). The solvent is O1CCOCC1 (dioxane), O (water). Reaction conditions: time 2 day. Yields the product C=C(C(=O)O)CCCNC(=O)OCC1=CC=C(C=C1)OC (2-methylene-5-(p-methoxybenzyloxycarbonyl)aminopentanoic acid). Yield: 116.8%. RXN SMILES: Cl.[CH2:2]=[C:3]([CH2:7][CH2:8][CH2:9][NH2:10])[C:4]([OH:6])=[O:5].[O-2].[Mg+2].[CH3:13][O:14][C:15]1[CH:27]=[CH:26][C:18]([CH2:19][O:20][C:21](N=[N+]=[N-])=[O:22])=[CH:17][CH:16]=1>O.O1CCOCC1>[CH2:2]=[C:3]([CH2:7][CH2:8][CH2:9][NH:10][C:21]([O:20][CH2:19][C:18]1[CH:26]=[CH:27][C:15]([O:14][CH3:13])=[CH:16][CH:17]=1)=[O:22])[C:4]([OH:6])=[O:5] |f:0.1,2.3|. Procedure details: To a solution of 8.8 g of 2-methylene-5-aminopentanoic acid hydrochloride in 100 ml of water is added with stirring 6.36 g of magnesium oxide, followed by a solution of 12.2 g of p-methoxybenzyloxycarbonyl azide in 100 ml of dioxane, and the resulting mixture is stirred at room temperature for 2 days. The reaction mixture is filtered, and the filtrate diluted with 200 ml of ethyl acetate, two equivalents of Dowex 50 ion exchange resin is added, and the mixture is stirred at room temperature for ... Starting materials: [BH3-]C#N, O=C([O-])O, O=C1Cc2ccccc2C1, CCOC(=O)CCN, CO, Cl, [Na+], [Na+], O. Yields the product CCOC(=O)CCNC1Cc2ccccc2C1, Cl. As a reaction SMILES: [C:10]([BH3-:11])#[N:12].[C:15](=[O:16])([O-:17])[OH:18].[CH2:20]1[C:21](=[O:29])[CH2:22][c:23]2[cH:24][cH:25][cH:26][cH:27][c:28]21.[CH2:2]([CH3:3])[O:4][C:5]([CH2:6][CH2:7][NH2:8])=[O:9].[CH3:30][OH:31].[ClH:1].[Na+:13].[Na+:19].[OH2:14]>>[CH2:2]([CH3:3])[O:4][C:5]([CH2:6][CH2:7][NH:8][CH:21]1[CH2:20][c:28]2[c:23]([cH:24][cH:25][cH:26][cH:27]2)[CH2:22]1)=[O:9].[ClH:1].